describe an organic reaction: reactants, conditions, products, and yield From a dataset of the Open Reaction Database (ORD), a public repository of structured organic reaction records. Reactants: CC1=NN(C2=CC(=CC=C12)NC=1N=C(C2=C(N1)C=CO2)N2CC1=C(CC2)N=CN1S(=O)(=O)C1=CC=C(C)C=C1)C(=O)OC(C)(C)C (tert-butyl 3-methyl-6-(4-(3-tosyl-6,7-dihydro-3H-imidazo[4,5-c]pyridin-5 (4H)-yl)furo[3,2-d]pyrimidin-2-ylamino)-1H-indazole-1-carboxylate), [NH4+].[Cl-] (NH4Cl), ClC=1N=C(C2=C(N1)C=CO2)Cl (2,4-dichlorofuro[3,2-d]pyrimidine), [OH-].[Na+] (NaOH). Solvent: C(Cl)Cl (DCM), O1CCOCC1 (1,4-dioxane). Reaction conditions: temperature 65 celsius. Product: N1=CNC=2CN(CCC21)C=2C1=C(N=C(N2)NC2=CC=C3C(=NNC3=C2)C)C=CO1 (4-(6,7-dihydro-3H-imidazo[4,5-c]pyridin-5 (4H)-yl)-N-(3-methyl-1H-indazol-6-yl)furo[3,2-d]pyrimidin-2-amine). Yield: 33.0%. RXN SMILES: [CH3:1][C:2]1[C:10]2[C:5](=[CH:6][C:7]([NH:11][C:12]3[N:13]=[C:14]([N:21]4[CH2:26][CH2:25][C:24]5[N:27]=[CH:28][N:29](S(C6C=CC(C)=CC=6)(=O)=O)[C:23]=5[CH2:22]4)[C:15]4[O:20][CH:19]=[CH:18][C:16]=4[N:17]=3)=[CH:8][CH:9]=2)[N:4](C(OC(C)(C)C)=O)[N:3]=1.ClC1N=C(Cl)C2OC=CC=2N=1.[OH-].[Na+].[NH4+].[Cl-]>C(Cl)Cl.O1CCOCC1>[N:27]1[C:24]2[CH2:25][CH2:26][N:21]([C:14]3[C:15]4[O:20][CH:19]=[CH:18][C:16]=4[N:17]=[C:12]([NH:11][C:7]4[CH:6]=[C:5]5[C:10]([C:2]([CH3:1])=[N:3][NH:4]5)=[CH:9][CH:8]=4)[N:13]=3)[CH2:22][C:23]=2[NH:29][CH:28]=1 |f:2.3,4.5|. Procedure: A flask was charged with tert-butyl 3-methyl-6-(4-(3-tosyl-6,7-dihydro-3H-imidazo[4,5-c]pyridin-5 (4H)-yl)furo[3,2-d]pyrimidin-2-ylamino)-1H-indazole-1-carboxylate (0.040 g, 0.062 mmol, prepared using C from Preparation #AJ.1, A with 2,4-dichlorofuro[3,2-d]pyrimidine [ArkPharm] and B with Example #3, Step B) and 1,4-dioxane (1.0 mL). To the mixture was added 2 N aqueous NaOH, (0.094 mL, 0.19 mmol) and the mixture was heated to about 65° C. for about 4.5 h. The mixture was cooled to rt and DCM (1... The reactants are C(C1=CC(OC)=C(O)C=C1)(=O)OC (methyl vanillate), C(=O)([O-])[O-].[K+].[K+] (K2CO3), BrCCCCCBr (1,5-dibromopentane). Run in CC(=O)C (acetone). Reaction conditions: time 6 hour. Yields the product COC(C1=CC(=C(C=C1)OCCCCCBr)OC)=O (4-(5-bromopentyloxy)-3-methoxy-benzoic acid methyl ester). Isolated yield 82.4%. Reaction SMILES: [C:1]([O:12][CH3:13])(=[O:11])[C:2]1[CH:10]=[CH:9][C:7]([OH:8])=[C:4]([O:5][CH3:6])[CH:3]=1.C([O-])([O-])=O.[K+].[K+].[Br:20][CH2:21][CH2:22][CH2:23][CH2:24][CH2:25]Br>CC(C)=O>[CH3:13][O:12][C:1](=[O:11])[C:2]1[CH:10]=[CH:9][C:7]([O:8][CH2:25][CH2:24][CH2:23][CH2:22][CH2:21][Br:20])=[C:4]([O:5][CH3:6])[CH:3]=1 |f:1.2.3|. Procedure details: To a solution of methyl vanillate (9.109 g, 50 mmol) in acetone (200 mL) were added K2CO3 (27.64 g, 200 mmol) and 1,5-dibromopentane (20.4 mL, 150 mmol). The resulting mixture was heated to reflux. After 6 h, TLC showed no starting material left. The mixture was cooled to rt, and the solid was removed by filtration. The filtrate was concentrated. Purification by flash chromatography (silica gel, 8:2 hexanes/EtOAc) afforded 4-(5-bromopentyloxy)-3-methoxy-benzoic acid methyl ester 15 as white soli...